This data is from the Open Reaction Database (ORD), a public repository of structured organic reaction records. The task is: describe an organic reaction: reactants, conditions, products, and yield Reactants: O=C[C@H](O)[C@@H](O)[C@@H](O)CO (L-arabinose), S1C(=CC=C1)CN ((thiophen-2-yl-methyl)amine), ClCCN=C=O (2-chloroethyl isocyanate). Product: ClCCNC(=O)N(C1[C@H](O)[C@@H](O)[C@@H](O)CO1)CC=1SC=CC1 (1-(2-chloroethyl)-3-(thiopen-2-yl-methyl)-3-(L-arabinopyranosyl)urea). As a reaction SMILES: O=[CH:2][C@@H:3]([C@H:5]([C@H:7]([CH2:9][OH:10])[OH:8])[OH:6])[OH:4].[S:11]1[CH:15]=[CH:14][CH:13]=[C:12]1[CH2:16][NH2:17].[Cl:18][CH2:19][CH2:20][N:21]=[C:22]=[O:23]>>[Cl:18][CH2:19][CH2:20][NH:21][C:22]([N:17]([CH2:16][C:12]1[S:11][CH:15]=[CH:14][CH:13]=1)[CH:9]1[O:10][CH2:2][C@H:3]([OH:4])[C@H:5]([OH:6])[C@H:7]1[OH:8])=[O:23]. Reported procedure: 3.0 g of L-arabinose, 2.7 g of (thiophen-2-yl-methyl)amine and 2.5 of 2-chloroethyl isocyanate are treated in the same manner as described in Example 31-(1). 4.1 g of 1-(2-chloroethyl)-3-(thiopen-2-yl-methyl)-3-(L-arabinopyranosyl)urea are thereby obtained as colorless powder. Reactants: C1CCC2C(NC=3C=CC=CC3C21)=O (1,2,3,3a,5,9b-hexahydrocyclopenta[c]quinolin-4-one), BrN1C(CCC1=O)=O (N-bromosuccinimide). The solvent is O (water), CN(C)C=O (DMF). Reaction conditions: time 15 minute. Yields the product BrC1=CC=2C3C(C(NC2C=C1)=O)CCC3 (8-Bromo-1,2,3,3a,5,9b-hexahydrocyclopenta[c]quinolin-4-one). Reaction SMILES: [CH2:1]1[CH:13]2[CH:4]([C:5](=[O:14])[NH:6][C:7]3[CH:8]=[CH:9][CH:10]=[CH:11][C:12]=32)[CH2:3][CH2:2]1.[Br:15]N1C(=O)CCC1=O>CN(C=O)C.O>[Br:15][C:10]1[CH:9]=[CH:8][C:7]2[NH:6][C:5](=[O:14])[CH:4]3[CH2:3][CH2:2][CH2:1][CH:13]3[C:12]=2[CH:11]=1. Reported procedure: A solution of 1,2,3,3a,5,9b-hexahydrocyclopenta[c]quinolin-4-one (374 mg, 2.0 mmol) in DMF (10 ml) is mixed with N-bromosuccinimide (356 mg, 2.0 mmol). After 15 minutes of stirring at room temperature, the batch is heated for 15 minutes to 100° C., diluted with water and extracted with methyl-tert-butyl ether. The combined extracts are dried (Na2SO4) and concentrated by evaporation in a vacuum. The residue is purified on silica gel with ethyl acetate-hexane: 470 mg (88%) of product.